Dataset: the Open Reaction Database (ORD), a public repository of structured organic reaction records. Task: describe an organic reaction: reactants, conditions, products, and yield Reactants: CC(C)O, CCOCOc1ccc(C(=O)CC(=O)c2snc(Cl)c2Cl)cc1, C1CCOC1. The product is O=C(CC(=O)c1snc(Cl)c1Cl)c1ccc(O)cc1. As a reaction SMILES: [CH:24]([OH:25])([CH3:26])[CH3:27].[Cl:1][c:2]1[n:3][s:4][c:5]([C:8]([CH2:9][C:10](=[O:11])[c:12]2[cH:13][cH:14][c:15]([O:18][CH2:19][O:20][CH2:21][CH3:22])[cH:16][cH:17]2)=[O:23])[c:6]1[Cl:7].[O:28]1[CH2:29][CH2:30][CH2:31][CH2:32]1>>[Cl:1][c:2]1[n:3][s:4][c:5]([C:8]([CH2:9][C:10](=[O:11])[c:12]2[cH:13][cH:14][c:15]([OH:18])[cH:16][cH:17]2)=[O:23])[c:6]1[Cl:7]. Run at temperature 150 celsius, time 8 hour. Procedure details: 6-Hydroxy-7-methyl-quinazoline (38 mg), 4-chloro-6,7-dimethoxyquinoline (159 mg), and 4-dimethylaminopyridine (87 mg) were suspended in o-dichlorobenzene (2 ml), and the suspension was stirred at 150° C. overnight. The reaction solution was cooled to room temperature, water was then added to the solution, and the mixture was extracted with chloroform. The chloroform layer was washed with saturated brine and was dried over anhydrous sodium sulfate. The solvent was removed by distillation under th... Yields the product COC=1C=C2C(=CC=NC2=CC1OC)OC=1C=C2C=NC=NC2=CC1C (6-(6,7-Dimethoxy-quinolin-4-yloxy)-7-methyl-quinazoline). The reactants are OC=1C=C2C=NC=NC2=CC1C (6-Hydroxy-7-methyl-quinazoline), ClC1=CC=NC2=CC(=C(C=C12)OC)OC (4-chloro-6,7-dimethoxyquinoline), O (water). RXN SMILES: [OH:1][C:2]1[CH:3]=[C:4]2[C:9](=[CH:10][C:11]=1[CH3:12])[N:8]=[CH:7][N:6]=[CH:5]2.Cl[C:14]1[C:23]2[C:18](=[CH:19][C:20]([O:26][CH3:27])=[C:21]([O:24][CH3:25])[CH:22]=2)[N:17]=[CH:16][CH:15]=1.O>CN(C)C1C=CN=CC=1.ClC1C=CC=CC=1Cl>[CH3:25][O:24][C:21]1[CH:22]=[C:23]2[C:18](=[CH:19][C:20]=1[O:26][CH3:27])[N:17]=[CH:16][CH:15]=[C:14]2[O:1][C:2]1[CH:3]=[C:4]2[C:9](=[CH:10][C:11]=1[CH3:12])[N:8]=[CH:7][N:6]=[CH:5]2. The yield is 86.2%. The solvent is ClC1=C(C=CC=C1)Cl (o-dichlorobenzene). Reagents/catalysts: CN(C1=CC=NC=C1)C (4-dimethylaminopyridine).